This data is from the Open Reaction Database (ORD), a public repository of structured organic reaction records. The task is: describe an organic reaction: reactants, conditions, products, and yield Reactants: CCO, O=C1OC(c2ccc(OCCC3CC3)cc2)=NC1=Cc1ccc(C2CC2)cc1, NCCO. Product: O=C(NCCO)C(=Cc1ccc(C2CC2)cc1)NC(=O)c1ccc(OCCC2CC2)cc1. Reaction SMILES: [CH3:33][CH2:34][OH:35].[CH:5]1([c:8]2[cH:9][cH:10][c:11]([CH:12]=[C:13]3[N:14]=[C:15]([c:19]4[cH:20][cH:21][c:22]([O:25][CH2:26][CH2:27][CH:28]5[CH2:29][CH2:30]5)[cH:23][cH:24]4)[O:16][C:17]3=[O:18])[cH:31][cH:32]2)[CH2:6][CH2:7]1.[NH2:1][CH2:2][CH2:3][OH:4]>>[NH:1]([CH2:2][CH2:3][OH:4])[C:17]([C:13](=[CH:12][c:11]1[cH:10][cH:9][c:8]([CH:5]2[CH2:6][CH2:7]2)[cH:32][cH:31]1)[NH:14][C:15](=[O:16])[c:19]1[cH:20][cH:21][c:22]([O:25][CH2:26][CH2:27][CH:28]2[CH2:29][CH2:30]2)[cH:23][cH:24]1)=[O:18]. The reactants are FB(F)F, CC(=O)O, COc1ccccc1, CCCCCCC(=O)O, O=C(CCl)OC(=O)CCl, CC(Cl)Cl. Yields the product CCCCCCC(=O)c1ccc(OC)cc1. Reaction SMILES: [B:31]([F:32])([F:33])[F:34].[C:27]([OH:28])(=[O:29])[CH3:30].[CH3:19][O:20][c:21]1[cH:22][cH:23][cH:24][cH:25][cH:26]1.[CH3:1][CH2:2][CH2:3][CH2:4][CH2:5][CH2:6][C:7]([OH:8])=[O:9].[Cl:10][CH2:11][C:12]([O:13][C:14](=[O:15])[CH2:16][Cl:17])=[O:18].[Cl:35][CH:36]([Cl:37])[CH3:38]>>[CH3:1][CH2:2][CH2:3][CH2:4][CH2:5][CH2:6][C:7](=[O:9])[c:24]1[cH:23][cH:22][c:21]([O:20][CH3:19])[cH:26][cH:25]1. Starting materials: CCOC(C)=O, CS(C)=O, CCN(C(C)C)C(C)C, Cl, CC(C)OC(=O)CCCC1CCC2C(CC(OC3CCCCO3)C2CO)OC1, O=S(=O)=O, c1ccncc1. Product: CC(C)OC(=O)CCCC1CCC2C(CC(OC3CCCCO3)C2C=O)OC1. As a reaction SMILES: [CH3:49][CH2:50][O:51][C:52](=[O:53])[CH3:54].[CH3:55][S:56]([CH3:57])=[O:58].[CH:1]([N:2]([CH:3]([CH3:4])[CH3:5])[CH2:6][CH3:7])([CH3:8])[CH3:9].[ClH:48].[OH:10][CH2:11][CH:12]1[CH:13]([O:31][CH:32]2[O:33][CH2:34][CH2:35][CH2:36][CH2:37]2)[CH2:14][CH:15]2[O:16][CH2:17][CH:18]([CH2:22][CH2:23][CH2:24][C:25](=[O:26])[O:27][CH:28]([CH3:29])[CH3:30])[CH2:19][CH2:20][CH:21]12.[S:38](=[O:39])(=[O:40])=[O:41].[n:42]1[cH:43][cH:44][cH:45][cH:46][cH:47]1>>[O:10]=[CH:11][CH:12]1[CH:13]([O:31][CH:32]2[O:33][CH2:34][CH2:35][CH2:36][CH2:37]2)[CH2:14][CH:15]2[O:16][CH2:17][CH:18]([CH2:22][CH2:23][CH2:24][C:25](=[O:26])[O:27][CH:28]([CH3:29])[CH3:30])[CH2:19][CH2:20][CH:21]12. Starting materials: CC(=O)O[BH-](OC(C)=O)OC(C)=O, CC(=O)O, O=Cc1ccccc1, CC(Cl)Cl, [Na+], O, Nc1ccccc1C=Cc1n[nH]c2ccccc12. The product is C(=Cc1n[nH]c2ccccc12)c1ccccc1NCc1ccccc1. RXN SMILES: [C:27]([O:28][BH-:29]([O:30][C:31](=[O:32])[CH3:33])[O:34][C:35](=[O:36])[CH3:37])(=[O:38])[CH3:39].[CH3:41][C:42](=[O:43])[OH:44].[CH:19](=[O:20])[c:21]1[cH:22][cH:23][cH:24][cH:25][cH:26]1.[Cl:45][CH:46]([Cl:47])[CH3:48].[Na+:40].[OH2:49].[nH:1]1[n:2][c:3]([CH:10]=[CH:11][c:12]2[c:13]([NH2:18])[cH:14][cH:15][cH:16][cH:17]2)[c:4]2[cH:5][cH:6][cH:7][cH:8][c:9]12>>[nH:1]1[n:2][c:3]([CH:10]=[CH:11][c:12]2[c:13]([NH:18][CH2:19][c:21]3[cH:22][cH:23][cH:24][cH:25][cH:26]3)[cH:14][cH:15][cH:16][cH:17]2)[c:4]2[cH:5][cH:6][cH:7][cH:8][c:9]12. Reactants: O=C([O-])[O-], CO, [Na+], [Na+], CCOC(=O)COc1ccc(CC2SC(=O)NC2=O)cc1, O. Product: O=C(O)COc1ccc(CC2SC(=O)NC2=O)cc1. RXN SMILES: [C:22](=[O:23])([O-:24])[O-:25].[CH3:28][OH:29].[Na+:26].[Na+:27].[O:1]=[C:2]1[S:3][CH:4]([CH2:8][c:9]2[cH:10][cH:11][c:12]([O:13][CH2:14][C:15](=[O:16])[O:17][CH2:18][CH3:19])[cH:20][cH:21]2)[C:5](=[O:7])[NH:6]1.[OH2:30]>>[O:1]=[C:2]1[S:3][CH:4]([CH2:8][c:9]2[cH:10][cH:11][c:12]([O:13][CH2:14][C:15](=[O:16])[OH:17])[cH:20][cH:21]2)[C:5](=[O:7])[NH:6]1. Starting materials: CC(C)(C)O, CC#N, CN(C)Cc1cc(Cl)ccc1OCCN(C)Cc1ccc(C#N)cc1, [K+], [OH-]. The product is CN(C)Cc1cc(Cl)ccc1OCCN(C)Cc1ccc(C(N)=O)cc1. RXN SMILES: [CH3:28][C:29]([CH3:30])([CH3:31])[OH:32].[CH3:33][C:34]#[N:35].[Cl:1][c:2]1[cH:3][c:4]([CH2:22][N:23]([CH3:24])[CH3:25])[c:5]([O:6][CH2:7][CH2:8][N:9]([CH3:10])[CH2:11][c:12]2[cH:13][cH:14][c:15]([C:16]#[N:17])[cH:18][cH:19]2)[cH:20][cH:21]1.[K+:27].[OH-:26]>>[Cl:1][c:2]1[cH:3][c:4]([CH2:22][N:23]([CH3:24])[CH3:25])[c:5]([O:6][CH2:7][CH2:8][N:9]([CH3:10])[CH2:11][c:12]2[cH:13][cH:14][c:15]([C:16]([NH2:17])=[O:32])[cH:18][cH:19]2)[cH:20][cH:21]1. Reactants: CO, CC(C)(C)OC(=O)NC1CCCC(F)(F)C1N=[N+]=[N-]. Yields the product CC(C)(C)OC(=O)NC1CCCC(F)(F)C1N. RXN SMILES: [CH3:20][OH:21].[N:1](=[N+:2]=[N-:3])[CH:4]1[CH:5]([NH:12][C:13]([O:14][C:15]([CH3:16])([CH3:17])[CH3:18])=[O:19])[CH2:6][CH2:7][CH2:8][C:9]1([F:10])[F:11]>>[NH2:1][CH:4]1[CH:5]([NH:12][C:13]([O:14][C:15]([CH3:16])([CH3:17])[CH3:18])=[O:19])[CH2:6][CH2:7][CH2:8][C:9]1([F:10])[F:11]. The reactants are C(C)(C)(C)OC(=O)N1CC(C1)CC=O (N-tert-Butyloxycarbonyl-3-formylmethylazetidine), N1(N=CN=C1)C1=CC=C(C=C1)NN (4-(1,2,4-triazol-1-yl)phenylhydrazine), C(=O)([O-])[O-].[K+].[K+] (K2CO3). Solvent: OS(=O)(=O)O (H2SO4). Run at time 16 hour. The product is N1(CCC1)C=1NC2=CC=CC=C2C1 (azetidinylindole). Yield: 39.0%. RXN SMILES: C(O[C:6]([N:8]1[CH2:11][CH:10](CC=O)[CH2:9]1)=O)(C)(C)C.N1([C:20]2[CH:25]=[CH:24][C:23]([NH:26]N)=[CH:22][CH:21]=2)C=NC=N1.[C:28]([O-])([O-])=O.[K+].[K+]>OS(O)(=O)=O>[N:8]1([C:6]2[NH:26][C:23]3[C:24]([CH:28]=2)=[CH:25][CH:20]=[CH:21][CH:22]=3)[CH2:9][CH2:10][CH2:11]1 |f:2.3.4|. Procedure details: N-tert-Butyloxycarbonyl-3-formylmethylazetidine (0.4 g, 2.01 mmol) was added to a solution of 4-(1,2,4-triazol-1-yl)phenylhydrazine (0.35 g, 2.01 mmol) in 4% H2SO4 (50 ml) and the mixture refiuxed for 16h. The mixture was then cooled to room temperature, basified (K2CO3) and extracted with n-butanol (5 x). The crude product obtained was chromatographed on silica-gel eluting with CH2Cl2 /MeOH/NH3 (20:8:1) to give the title-azetidinylindole (0.186 g, 39%); δ (360 MHz, CD3OD) 3.80-3.88 (4H, m, 2 of...